Task: describe an organic reaction: reactants, conditions, products, and yield. Dataset: the Open Reaction Database (ORD), a public repository of structured organic reaction records The reactants are ClCCl, CN1C(=O)N(c2ncc(F)cn2)CC1C(=O)OC(C)(C)C, O=C(O)C(F)(F)F. The product is CN1C(=O)N(c2ncc(F)cn2)CC1C(=O)O. Reaction SMILES: [Cl:29][CH2:30][Cl:31].[F:1][c:2]1[cH:3][n:4][c:5]([N:8]2[C:9](=[O:21])[N:10]([CH3:20])[CH:11]([C:13](=[O:14])[O:15][C:16]([CH3:17])([CH3:18])[CH3:19])[CH2:12]2)[n:6][cH:7]1.[OH:22][C:23]([C:24]([F:25])([F:26])[F:27])=[O:28]>>[F:1][c:2]1[cH:3][n:4][c:5]([N:8]2[C:9](=[O:21])[N:10]([CH3:20])[CH:11]([C:13](=[O:14])[OH:15])[CH2:12]2)[n:6][cH:7]1. Starting materials: N1[C@H](CO)CCC1 (Prolinol), C(CCCCCCCCCCCCCCCCC)(=O)O (stearic acid), N1=CC=CC=C1 (pyridine), CO (MeOH). Run in C(C)(=O)OCC (Ethyl acetate). Conditions: time 24 hour. The product is C(CCCCCCCCCCCCCCCCC)(=O)N1[C@H](CO)CCC1 (Stearoyl-Prolinol). As a reaction SMILES: [C:1]([OH:20])(=O)[CH2:2][CH2:3][CH2:4][CH2:5][CH2:6][CH2:7][CH2:8][CH2:9][CH2:10][CH2:11][CH2:12][CH2:13][CH2:14][CH2:15][CH2:16][CH2:17][CH3:18].N1C=CC=CC=1.CO.[NH:29]1[CH2:35][CH2:34][CH2:33][C@H:30]1[CH2:31][OH:32]>C(OCC)(=O)C>[C:1]([N:29]1[CH2:35][CH2:34][CH2:33][C@H:30]1[CH2:31][OH:32])(=[O:20])[CH2:2][CH2:3][CH2:4][CH2:5][CH2:6][CH2:7][CH2:8][CH2:9][CH2:10][CH2:11][CH2:12][CH2:13][CH2:14][CH2:15][CH2:16][CH2:17][CH3:18]. Reported procedure: To a solution of stearic acid (0.5 g 1.758 mmol) in 5 ml dry pyridine (kept over KOH) (0.399 g, 1.93 mmol) and NHS (0.223 g, 1.93 mmol) were added and dissolved in, stirred for 24 hr at room temperature. Reaction was followed by TLC 5% MeOH. Prolinol (0.197 g, 1.949 mmol) were added and the mixture was stirred at room temperature for three days was added to the mixture, and stirred at room temperature. Reaction controlled by TLC (100% Ethyl acetate). At the end of the reaction, volatiles were re... Reactants: NC1=C(C(=O)O)C=C(C=C1)Br (2-amino-5-bromobenzoic acid), BrCC(=O)Br (bromoacetyl bromide). The solvent is CN(C)C=O (DMF), O1CCOCC1 (dioxane). Reaction conditions: time 20 hour. The product is BrCC(=O)NC1=C(C(=O)O)C=C(C=C1)Br (2-((2-Bromoacetyl)amino)-5-bromobenzoic Acid). Isolated yield 57.0%. As a reaction SMILES: [NH2:1][C:2]1[CH:10]=[CH:9][C:8]([Br:11])=[CH:7][C:3]=1[C:4]([OH:6])=[O:5].[Br:12][CH2:13][C:14](Br)=[O:15]>CN(C=O)C.O1CCOCC1>[Br:12][CH2:13][C:14]([NH:1][C:2]1[CH:10]=[CH:9][C:8]([Br:11])=[CH:7][C:3]=1[C:4]([OH:6])=[O:5])=[O:15]. Reported procedure: To a solution of 2-amino-5-bromobenzoic acid (11.2 g, 0.052 mol) in anhydrous DMF (40 mL) and anhydrous dioxane (40 mL) was added, dropwise, bromoacetyl bromide while keeping the internal temperature between 0° C. and 5° C. After the addition was completed (~25 min), the ice-bath was removed and the mixture was stirred for 20 h at rt. The reaction mixture was cooled in an ice-bath, water was added (100 mL), and then the mixture was poured into ice water. The precipitate which formed was filtered... Starting materials: CS(=O)(=O)Cl (methanesulphonyl chloride), CS(=O)(=O)Cl (Methanesulphonyl chloride), ice, NCC=1C=C2C(=CNC2=CC1)CCN1C(C2=CC=CC=C2C1=O)=O (2-[2-[5-(aminomethyl)-1H-indole-3-yl]ethyl]-1H-isoindole-1,3(2H)-dione), hydrate, [Cl-].[Na+] (sodium chloride), O (water). Solvent: Cl (hydrochloric acid), N1=CC=CC=C1 (pyridine). Reaction conditions: time 20 hour. The product is O=C1N(C(C2=CC=CC=C12)=O)CCC1=CNC2=CC=C(C=C12)CNS(=O)(=O)C (N-[[3-[2-(1,3-Dihydro-1,3-dioxo-2H-isoindol-2-yl)ethyl]-1H-indol-5-yl]methyl]methanesulphonamide). Reaction SMILES: [CH3:1][S:2](Cl)(=[O:4])=[O:3].[NH2:6][CH2:7][C:8]1[CH:9]=[C:10]2[C:14](=[CH:15][CH:16]=1)[NH:13][CH:12]=[C:11]2[CH2:17][CH2:18][N:19]1[C:27](=[O:28])[C:26]2[C:21](=[CH:22][CH:23]=[CH:24][CH:25]=2)[C:20]1=[O:29].O.[Cl-].[Na+]>N1C=CC=CC=1.Cl>[O:29]=[C:20]1[C:21]2[C:26](=[CH:25][CH:24]=[CH:23][CH:22]=2)[C:27](=[O:28])[N:19]1[CH2:18][CH2:17][C:11]1[C:10]2[C:14](=[CH:15][CH:16]=[C:8]([CH2:7][NH:6][S:2]([CH3:1])(=[O:4])=[O:3])[CH:9]=2)[NH:13][CH:12]=1 |f:3.4|. Procedure details: Methanesulphonyl chloride (0.23 ml) was added to an ice cooled, stirred solution of 2-[2-[5-(aminomethyl)-1H-indole-3-yl]ethyl]-1H-isoindole-1,3(2H)-dione, hemisulphate, hydrate (0.84 g) in dry pyridine (25 ml). After 20 h at room temperature, a further portion of methanesulphonyl chloride (0.14 ml) was added. The mixture was stirred for 2 h, water (10 ml) was added and the solution was stirred for a further 1 h. The solution was diluted with hydrochloric acid (2N; 250 ml) containing sodium chlo... Reactants: C(#N)C1=C(C=C(C=C1)O)F (4-cyano-3-fluorophenol), CC1(CCC(CC1)C1=CC=C(C(=O)Cl)C=C1)CCCCC (p-(4-methyl-4-n-pentylcyclohexyl)benzoyl chloride), C(=C)C(=O)C (methyl vinyl ketone), enamine, N1CCCC1 (pyrrolidine), CC(C=O)CCCCC (2-methylheptanal). Run in C1(=CC=CC=C1)C (toluene), N1=CC=CC=C1 (pyridine). Product: CC1(CC(CCC1)=O)CCCCC (4-methyl-4-pentyl-2-cyclohexanone), CC1(CCC(CC1)=O)CCCCC (4-methyl-4-pentylcyclohexanone), ( A ). RXN SMILES: C(C1C=CC([OH:9])=CC=1F)#N.[CH3:11][C:12]1([CH2:27][CH2:28][CH2:29][CH2:30][CH3:31])[CH2:17][CH2:16][CH:15](C2C=CC(C(Cl)=O)=CC=2)[CH2:14][CH2:13]1.[CH3:32][CH:33]([CH2:36][CH2:37][CH2:38][CH2:39][CH3:40])[CH:34]=O.N1CCCC1.[CH:46]([C:48]([CH3:50])=[O:49])=[CH2:47]>C1(C)C=CC=CC=1.N1C=CC=CC=1>[CH3:11][C:12]1([CH2:27][CH2:28][CH2:29][CH2:30][CH3:31])[CH2:17][CH2:16][CH2:15][C:14](=[O:9])[CH2:13]1.[CH3:32][C:33]1([CH2:36][CH2:37][CH2:38][CH2:39][CH3:40])[CH2:34][CH2:50][C:48](=[O:49])[CH2:46][CH2:47]1. Reported procedure: A solution of 2.7 g of 4-cyano-3-fluorophenol and 5 ml of pyridine in 30 ml of toluene is added dropwise to a solution of 6.1 g of p-(4-methyl-4-n-pentylcyclohexyl)benzoyl chloride [obtainable by reaction of the enamine, obtainable from 2-methylheptanal and pyrrolidine, with methyl vinyl ketone according to G. Otani and S. Yamada, Chem. Pharm. Bull. 21(10), 2112-2118 (1973), hydrogenation of the resulting 4-methyl-4-pentyl-2-cyclohexanone to give 4-methyl-4-pentylcyclohexanone (an intermediate o... The product is ClC=1C=CC(=NC1)OC1CNCC1 (5-Chloro-2-(3-pyrrolidinyloxy) pyridine). The solvent is C1CCOC1.C(Cl)Cl (THF CH2Cl2). Conditions: time 8 hour. Starting materials: ClC=1C=CC(=NC1)O (5-chloro-2-pyridinol), N(=NC(=O)OCC)C(=O)OCC (diethyl azodicarboxylate), OC1CN(CC1)C(=O)OC(C)(C)C (tert-butyl 3-hydroxy-1-pyrrolidinecarboxylate), C1(=CC=CC=C1)P(C1=CC=CC=C1)C1=CC=CC=C1 (triphenylphosphine). Reported procedure: To a stirred solution of 5-chloro-2-pyridinol (323.9 mg; 2.5 mmol), tert-butyl 3-hydroxy-1-pyrrolidinecarboxylate (468.0 mg, 2.5 mmol) and triphenylphosphine polymer bound (1 g, 3 mmol) in THF/CH2Cl2 (1:1, 5 ml) slowly was added diethyl azodicarboxylate (435.5 mg 2.5 mmol). The solution was slowly stirred overnight Resin was then removed by filtration and washed with THF. The combined filtrates were evaporated to dryness. The resulting residue was purified by RP-HPLC (10-40% CH3CN). The pure mat... RXN SMILES: [Cl:1][C:2]1[CH:3]=[CH:4][C:5]([OH:8])=[N:6][CH:7]=1.O[CH:10]1[CH2:14][CH2:13][N:12](C(OC(C)(C)C)=O)[CH2:11]1.C1(P(C2C=CC=CC=2)C2C=CC=CC=2)C=CC=CC=1.N(C(OCC)=O)=NC(OCC)=O>C1COCC1.C(Cl)Cl>[Cl:1][C:2]1[CH:3]=[CH:4][C:5]([O:8][CH:10]2[CH2:14][CH2:13][NH:12][CH2:11]2)=[N:6][CH:7]=1 |f:4.5|. Starting materials: O[C@@H]1C(C(CC1)=O)(C)C ((S)-3-Hydroxy-2,2-dimethyl-cyclopentanone), N1=CC=CC=C1 (pyridine), CO[C@@](C(=O)Cl)(C(F)(F)F)C1=CC=CC=C1 ((R)-α-methoxy-α-trifluoromethyphenylacetic acid chloride), Mosher's ester. The solvent is ClC(C)Cl (dichloroethane). Conditions: time 8 hour. Yields the product CC1(C(CCC1=O)=O)C (2,2-Dimethyl-cyclopentane-1,3-dione). RXN SMILES: [OH:1][C@H:2]1[CH2:6][CH2:5][C:4](=[O:7])[C:3]1([CH3:9])[CH3:8].N1C=CC=CC=1.CO[C@](C1C=CC=CC=1)(C(F)(F)F)C(Cl)=O>ClC(Cl)C>[CH3:8][C:3]1([CH3:9])[C:2](=[O:1])[CH2:6][CH2:5][C:4]1=[O:7]. Procedure details: The enantiomeric excess of 3 was assayed by 1H NMR of the corresponding Mosher's ester which was prepared by treatment of alcohol 3 (11 mg, 0.09 mmol) in dichloroethane (0.3 mL, Aldrich) with pyridine (27 μL, 0.33 mmol, Aldrich) and (R)-α-methoxy-α-trifluoromethyphenylacetic acid chloride (58 μL, 0.31 mmol, Fluka). The mixture was stirred overnight and then partitioned between water (10 mL) and ether (10 mL). The ether layer was washed with 1 M HCl (10 mL) and saturated NaHCO3 solution and then ... RXN SMILES: [CH3:1][B:2]([CH3:3])[Br:4].[CH3:36][CH2:37][OH:38].[Cl:39][CH2:40][CH2:41][Cl:42].[N:5](=[N+:6]=[N-:7])[CH:8]1[CH2:9][CH:10]([c:17]2[cH:18][n:19]([S:26](=[O:27])(=[O:28])[c:29]3[cH:30][cH:31][c:32]([CH3:35])[cH:33][cH:34]3)[c:20]3[cH:21][cH:22][cH:23][cH:24][c:25]23)[c:11]2[cH:12][cH:13][cH:14][cH:15][c:16]21>>[NH:5]([CH:8]1[CH2:9][CH:10]([c:17]2[cH:18][n:19]([S:26](=[O:27])(=[O:28])[c:29]3[cH:30][cH:31][c:32]([CH3:35])[cH:33][cH:34]3)[c:20]3[cH:21][cH:22][cH:23][cH:24][c:25]23)[c:11]2[cH:12][cH:13][cH:14][cH:15][c:16]21)[CH3:36]. Starting materials: CB(C)Br, CCO, ClCCCl, Cc1ccc(S(=O)(=O)n2cc(C3CC(N=[N+]=[N-])c4ccccc43)c3ccccc32)cc1. Yields the product CNC1CC(c2cn(S(=O)(=O)c3ccc(C)cc3)c3ccccc23)c2ccccc21. Reactants: CSC1=NN=C2CC3=C(C=CN21)C=CC=C3 (3-methylthio-11H-s-triazolo[3,4-b][3]benzazepine), C=O (paraformaldehyde), solution, [OH-].C[N+](CC1=CC=CC=C1)(C)C (trimethylbenzylammonium hydroxide). Run in O1CCCC1 (tetrahydrofuran), CO (methanol). Product: C=C1C=2N(C=CC3=C1C=CC=C3)C(=NN2)SC (11-methylene-3-methylthio-11H-s-triazolo[3,4-b][3]benzazepine). As a reaction SMILES: [CH3:1][S:2][C:3]1[N:12]2[C:6]([CH2:7][C:8]3[CH:16]=[CH:15][CH:14]=[CH:13][C:9]=3[CH:10]=[CH:11]2)=[N:5][N:4]=1.C=O.[OH-].[CH3:20][N+](C)(C)CC1C=CC=CC=1>O1CCCC1.CO>[CH2:20]=[C:7]1[C:8]2[CH:16]=[CH:15][CH:14]=[CH:13][C:9]=2[CH:10]=[CH:11][N:12]2[C:3]([S:2][CH3:1])=[N:4][N:5]=[C:6]12 |f:2.3|. Reported procedure: To 4.6 g of 3-methylthio-11H-s-triazolo[3,4-b][3]benzazepine in 60 ml of tetrahydrofuran was added 2.4 g of paraformaldehyde together with 4.0 ml of a 40% solution of trimethylbenzylammonium hydroxide in methanol. After refluxing the mixture for 30 minutes, the solvent was evaporated off. The residue was diluted with water and extracted with ethyl acetate. The ethyl acetate layer was washed with water and dried over Na2SO4. The solvent was then evaporated off and the residual crystals were colle... As a reaction SMILES: C([O:8][C:9]1[CH:10]=[C:11]([C:15]2[CH:20]=[CH:19][CH:18]=[C:17]([O:21]CC3C=CC=CC=3)[CH:16]=2)[CH:12]=[CH:13][CH:14]=1)C1C=CC=CC=1>C1COCC1.[Pd]>[C:15]1([C:11]2[CH:12]=[CH:13][CH:14]=[C:9]([OH:8])[CH:10]=2)[CH:20]=[CH:19][CH:18]=[C:17]([OH:21])[CH:16]=1. The product is C1(=CC(=CC=C1)O)C1=CC(=CC=C1)O (biphenyl-3,3′-diol). The reactants are C(C1=CC=CC=C1)OC=1C=C(C=CC1)C1=CC(=CC=C1)OCC1=CC=CC=C1 (3,3′-dibenzyloxybiphenyl). The reagents and catalysts are [Pd] (Pd/C). The solvent is C1CCOC1 (THF). Procedure: 146 g (0.392 mol) of 3,3′-dibenzyloxybiphenyl are dissolved in 1.5 I of THF and hydrogenated to completion on a Pd/C catalyst. The catalyst is filtered off, the filtrate is evaporated, and the residue is filtered through silica gel with toluene/ethyl acetate, giving biphenyl-3,3′-diol as a colourless solid.